Dataset: the Open Reaction Database (ORD), a public repository of structured organic reaction records. Task: describe an organic reaction: reactants, conditions, products, and yield Starting materials: C([O-])(O)=O.[Na+] (Sodium bicarbonate), CCCCCC (hexane), C1[C@H]([C@@H]([C@H]([C@@H]([C@H]1N)O[C@@H]2[C@@H]([C@H]([C@@H]([C@H](O2)CO)O)O)N)O[C@H]3[C@@H]([C@@H]([C@H](O3)CO)O[C@@H]4[C@@H]([C@H]([C@@H]([C@@H](O4)CN)O)O)N)O)O)N.OS(=O)(=O)O (paromomycin sulfate), C([O-])([O-])=O.[Na+].[Na+] (sodium carbonate), ClC(=O)OCC1=CC=CC=C1 (benzyl chloroformate). The solvent is O (water), O1CCCC1 (tetrahydrofuran), O (water). Conditions: time 3 hour. The product is C(C1=CC=CC=C1)(=O)O[C@H](C(=O)O)CCNC(=O)OCC1=CC=CC=C1 ((S)-2-(benzoyloxy)-4-(benzyloxycarbonylamino)butanoic acid). Isolated yield 64.5%. RXN SMILES: C1[C@H](N)[C@@H](O[C@H]2O[C@H](CO)[C@@H](O)[C@H](O)[C@H]2N)[C@H:4]([O:20][C@@H:21]2[O:25][C@H](CO)[C@@H](O[C@H]3O[C@@H](CN)[C@@H](O)[C@H](O)[C@H]3N)[C@H]2O)[C@@H:3](O)[C@@H:2]1[NH2:42].OS(O)(=O)=O.[C:48](=[O:51])([O-:50])[O-].[Na+].[Na+].Cl[C:55]([O:57][CH2:58][C:59]1[CH:64]=[CH:63][CH:62]=[CH:61][CH:60]=1)=[O:56].C(=O)(O)[O-].[Na+].[CH3:70][CH2:71][CH2:72][CH2:73][CH2:74][CH3:75]>O.O1CCCC1>[C:21]([O:20][C@@H:4]([CH2:3][CH2:2][NH:42][C:55]([O:57][CH2:58][C:59]1[CH:64]=[CH:63][CH:62]=[CH:61][CH:60]=1)=[O:56])[C:48]([OH:50])=[O:51])(=[O:25])[C:72]1[CH:71]=[CH:70][CH:75]=[CH:74][CH:73]=1 |f:0.1,2.3.4,6.7|. Procedure details: To a stirring solution of paromomycin sulfate (1, 76 g, 84 mmol) in water (209 mL) and tetrahydrofuran (1084 mL) at 0° C. was added a solution of sodium carbonate in water (254 mL, 218 mmol, 0.86 M), followed by the dropwise addition of benzyl chloroformate (120 mL, 840 mmol). Sodium bicarbonate (70.6 g, 840 mmol) was then added and the reaction was stirred for 3 hours. The two layers were separated and the organic layer was concentrated to a thick oil, which was diluted with ethyl acetate (400 ... The reactants are COC1=CC=C(C=C1)C(O)C(=C(Cl)Cl)Cl (p-Methoxyphenyltrichlorovinyl carbinol), S(O)(O)(=O)=O.CO (sulfuric acid methanol), Cl (hydrogen chloride). Run in O (water). The product is COC(/C(=C/C1=CC=C(C=C1)OC)/Cl)=O (z-methyl-2-chloro-3-(4'-methoxyphenyl)propenoate). Yield: 99.0%. As a reaction SMILES: [CH3:1][O:2][C:3]1[CH:8]=[CH:7][C:6]([CH:9]([C:11](Cl)=[C:12](Cl)Cl)O)=[CH:5][CH:4]=1.S(=O)(=O)(O)[OH:17].[CH3:21][OH:22].[ClH:23]>O>[CH3:21][O:22][C:12](=[O:17])/[C:11](/[Cl:23])=[CH:9]/[C:6]1[CH:7]=[CH:8][C:3]([O:2][CH3:1])=[CH:4][CH:5]=1 |f:1.2|. Reported procedure: p-Methoxyphenyltrichlorovinyl carbinol (2.3 g, 8.6 millimoles) is added to a 40:60 (V/V) solution of sulfuric acid/methanol which is stirred under nitrogen at reflux (100° C.-106° C.) for 7 minutes. Rapid evolution of hydrogen chloride is noted and ceases after this period. The solution is cooled and poured into 40 ml of water, followed by extraction twice with 20 ml of methylene chloride each time. The organic phase is dried over MgSO4, filtered and rotary evaporated giving z-methyl-2-chloro-3-... The reactants are C(C(=O)C1=CC=CC=C1)N(C1=C(NC2=CC(=CC(=C12)Cl)Cl)C(=O)OCC)CC1=CC=CC=C1 (3-[(phenacyl)benzylamino]-2-carbethoxy-4,6-dichloroindole), Cl (hydrochloric acid), O.[OH-].[Li+] (lithium hydroxide monohydrate). Run in O1CCCC1 (tetrahydrofuran), O (water). Product: C(C(=O)C1=CC=CC=C1)N(C1=C(NC2=CC(=CC(=C12)Cl)Cl)C(=O)O)CC1=CC=CC=C1 (3-[(Phenacyl)benzylamino]-2-carboxy-4,6-dichloroindole). As a reaction SMILES: [CH2:1]([N:10]([CH2:27][C:28]1[CH:33]=[CH:32][CH:31]=[CH:30][CH:29]=1)[C:11]1[C:19]2[C:14](=[CH:15][C:16]([Cl:21])=[CH:17][C:18]=2[Cl:20])[NH:13][C:12]=1[C:22]([O:24]CC)=[O:23])[C:2]([C:4]1[CH:9]=[CH:8][CH:7]=[CH:6][CH:5]=1)=[O:3].O.[OH-].[Li+].Cl>O1CCCC1.O>[CH2:1]([N:10]([CH2:27][C:28]1[CH:33]=[CH:32][CH:31]=[CH:30][CH:29]=1)[C:11]1[C:19]2[C:14](=[CH:15][C:16]([Cl:21])=[CH:17][C:18]=2[Cl:20])[NH:13][C:12]=1[C:22]([OH:24])=[O:23])[C:2]([C:4]1[CH:5]=[CH:6][CH:7]=[CH:8][CH:9]=1)=[O:3] |f:1.2.3|. Reported procedure: Dissolve 3-[(phenacyl)benzylamino]-2-carbethoxy-4,6-dichloroindole (0.5 g, 1.07 mmol) in tetrahydrofuran (10 mL) and water (10 mL). Add lithium hydroxide monohydrate (0.16 g, 3.74 mmol) and stir for 24 hours. Heat at reflux for 6 hours and pour into 1N hydrochloric acid (100 mL). Extract into ethyl acetate, dry (MgSO4) and evaporate the solvent in vacuo. Recrystallize (ethyl acetate/hexane) to give the title compound; mp 266°-7° C. Reactants: CCOC(=CC1C(C(=O)O)C1(C)C)C(F)(F)F, Cc1ccccc1, [Cl-], Cl, OCc1cccc(Oc2ccccc2)c1, O, c1ccncc1. Yields the product CCOC(=CC1C(C(=O)OCc2cccc(Oc3ccccc3)c2)C1(C)C)C(F)(F)F. RXN SMILES: [CH3:17][C:18]1([CH3:33])[CH:19]([C:30](=[O:31])[OH:32])[CH:20]1[CH:21]=[C:22]([C:23]([F:24])([F:25])[F:26])[O:27][CH2:28][CH3:29].[CH3:41][c:42]1[cH:43][cH:44][cH:45][cH:46][cH:47]1.[Cl-:16].[ClH:40].[O:1]([c:2]1[cH:3][cH:4][cH:5][cH:6][cH:7]1)[c:8]1[cH:9][c:10]([CH2:11][OH:12])[cH:13][cH:14][cH:15]1.[OH2:48].[cH:34]1[cH:35][cH:36][n:37][cH:38][cH:39]1>>[O:1]([c:2]1[cH:3][cH:4][cH:5][cH:6][cH:7]1)[c:8]1[cH:9][c:10]([CH2:11][O:12][C:30]([CH:19]2[C:18]([CH3:17])([CH3:33])[CH:20]2[CH:21]=[C:22]([C:23]([F:24])([F:25])[F:26])[O:27][CH2:28][CH3:29])=[O:31])[cH:13][cH:14][cH:15]1. The product is C[SiH](C)OC(c1ccc(C(C)(C)C)c(N)c1)C(C)(C)C. RXN SMILES: [C:1]([CH3:2])([CH3:3])([CH3:4])[c:5]1[c:6]([N+:20]([O-:21])=[O:22])[cH:7][c:8]([CH:11]([O:12][SiH:13]([CH3:14])[CH3:15])[C:16]([CH3:17])([CH3:18])[CH3:19])[cH:9][cH:10]1.[CH3:23][C:24](=[O:25])[OH:26].[CH3:27][OH:28].[Zn:29]>>[C:1]([CH3:2])([CH3:3])([CH3:4])[c:5]1[c:6]([NH2:20])[cH:7][c:8]([CH:11]([O:12][SiH:13]([CH3:14])[CH3:15])[C:16]([CH3:17])([CH3:18])[CH3:19])[cH:9][cH:10]1. Starting materials: C[SiH](C)OC(c1ccc(C(C)(C)C)c([N+](=O)[O-])c1)C(C)(C)C, CC(=O)O, CO, [Zn]. RXN SMILES: [CH2:53]1[CH2:54][CH2:55][CH2:56][CH2:57][CH2:58]1.[CH2:59]([O:60][CH2:61][CH3:62])[CH3:63].[Cl:1][C:2]([Cl:3])([Cl:28])[C:29]([O:4][CH:5]([CH3:6])[c:7]1[cH:8][c:9]([C:24]([F:25])([F:26])[F:27])[cH:10][c:11]2[cH:12][cH:13][n:14]([CH2:16][O:17][CH2:18][CH2:19][Si:20]([CH3:21])([CH3:22])[CH3:23])[c:15]12)=[NH:30].[F:31][c:32]1[cH:33][cH:34][c:35]([C:38]2([CH2:51][OH:52])[CH2:39][CH2:40][N:41]([C:44](=[O:45])[O:46][C:47]([CH3:48])([CH3:49])[CH3:50])[CH2:42][CH2:43]2)[cH:36][cH:37]1.[F:64][B-:65]([F:66])([F:67])[F:68].[H+:69]>>[O:4]([CH:5]([CH3:6])[c:7]1[cH:8][c:9]([C:24]([F:25])([F:26])[F:27])[cH:10][c:11]2[cH:12][cH:13][n:14]([CH2:16][O:17][CH2:18][CH2:19][Si:20]([CH3:21])([CH3:22])[CH3:23])[c:15]12)[CH2:51][C:38]1([c:35]2[cH:34][cH:33][c:32]([F:31])[cH:37][cH:36]2)[CH2:39][CH2:40][N:41]([C:44](=[O:45])[O:46][C:47]([CH3:48])([CH3:49])[CH3:50])[CH2:42][CH2:43]1. Yields the product CC(OCC1(c2ccc(F)cc2)CCN(C(=O)OC(C)(C)C)CC1)c1cc(C(F)(F)F)cc2ccn(COCC[Si](C)(C)C)c12. The reactants are C1CCCCC1, CCOCC, CC(OC(=N)C(Cl)(Cl)Cl)c1cc(C(F)(F)F)cc2ccn(COCC[Si](C)(C)C)c12, CC(C)(C)OC(=O)N1CCC(CO)(c2ccc(F)cc2)CC1, F[B-](F)(F)F, [H+].